This data is from the Open Reaction Database (ORD), a public repository of structured organic reaction records. The task is: describe an organic reaction: reactants, conditions, products, and yield The reactants are CC(=O)O, CO, O=Cc1ccc(O)c(Cl)c1, Nc1n[nH]c2ncnc(Nc3cccc(Cl)c3)c12. Product: Oc1ccc(CNc2n[nH]c3ncnc(Nc4cccc(Cl)c4)c23)cc1Cl. RXN SMILES: [CH3:19][C:20](=[O:21])[OH:22].[CH3:33][OH:34].[Cl:23][c:24]1[cH:25][c:26]([CH:27]=[O:28])[cH:29][cH:30][c:31]1[OH:32].[NH2:1][c:2]1[n:3][nH:4][c:5]2[n:6][cH:7][n:8][c:9]([NH:11][c:12]3[cH:13][c:14]([Cl:18])[cH:15][cH:16][cH:17]3)[c:10]12>>[NH:1]([c:2]1[n:3][nH:4][c:5]2[n:6][cH:7][n:8][c:9]([NH:11][c:12]3[cH:13][c:14]([Cl:18])[cH:15][cH:16][cH:17]3)[c:10]12)[CH2:27][c:26]1[cH:25][c:24]([Cl:23])[c:31]([OH:32])[cH:30][cH:29]1.